From a dataset of the Open Reaction Database (ORD), a public repository of structured organic reaction records. describe an organic reaction: reactants, conditions, products, and yield Reactants: C(#N)C(C)(C)C=1C=C(C(=O)NC2=CC(=C(C=C2)C)C(CSC(C2=CC=CC=C2)(C2=CC=CC=C2)C2=CC=CC=C2)=O)C=CC1 (3-(2-cyanopropan-2-yl)-N-(4-methyl-3-(2-(tritylthio)acetyl)phenyl)benzamide), FC(C(=O)O)(F)F (trifluoroacetic acid), C(C)[SiH](CC)CC (triethylsilane). Solvent: C(Cl)Cl (CH2Cl2). Product: C(#N)C(C)(C)C=1C=C(C(=O)NC2=CC(=C(C=C2)C)C(CS)=O)C=CC1 (3-(2-cyanopropan-2-yl)-N-(3-(2-mercaptoacetyl)-4-methylphenyl)benzamide). The yield is 25.2%. Reaction SMILES: [C:1]([C:3]([C:6]1[CH:7]=[C:8]([CH:42]=[CH:43][CH:44]=1)[C:9]([NH:11][C:12]1[CH:17]=[CH:16][C:15]([CH3:18])=[C:14]([C:19](=[O:41])[CH2:20][S:21]C(C2C=CC=CC=2)(C2C=CC=CC=2)C2C=CC=CC=2)[CH:13]=1)=[O:10])([CH3:5])[CH3:4])#[N:2].FC(F)(F)C(O)=O.C([SiH](CC)CC)C>C(Cl)Cl>[C:1]([C:3]([C:6]1[CH:7]=[C:8]([CH:42]=[CH:43][CH:44]=1)[C:9]([NH:11][C:12]1[CH:17]=[CH:16][C:15]([CH3:18])=[C:14]([C:19](=[O:41])[CH2:20][SH:21])[CH:13]=1)=[O:10])([CH3:4])[CH3:5])#[N:2]. Procedure details: A solution of 3-(2-cyanopropan-2-yl)-N-(4-methyl-3-(2-(tritylthio)acetyl)phenyl)benzamide 114 (0.799 mmol, 475 mg), trifluoroacetic acid (40.4 mmol, 3 mL) and triethylsilane (0.799 mmol, 0.129 mL) in CH2Cl2 (10 mL) was stirred 1 h at room temperature. Evaporated to dryness and purified by chromatography (10% ethyl acetate in CH2Cl2) gave 3-(2-cyanopropan-2-yl)-N-(3-(2-mercaptoacetyl)-4-methylphenyl)benzamide 115 (71 mg, 25%). NMR (400 MHz, CDCl3) 1.79 (s, 6H), 2.51 (s, 3H), 3.93 (d, J=7.4 Hz, 2H...